Dataset: the Open Reaction Database (ORD), a public repository of structured organic reaction records. Task: describe an organic reaction: reactants, conditions, products, and yield RXN SMILES: [BH4-:35].[CH2:1]([CH3:2])[O:3][C:4](=[O:5])[NH:6][c:7]1[c:8]([CH:12]=[O:13])[cH:9][s:10][cH:11]1.[CH3:28][c:29]1[cH:30][cH:31][cH:32][cH:33][cH:34]1.[NH2:14][CH:15]1[CH2:16][CH2:17][N:18]([C:21](=[O:22])[O:23][C:24]([CH3:25])([CH3:26])[CH3:27])[CH2:19][CH2:20]1.[Na+:36].[OH2:37]>>[CH2:1]([CH3:2])[O:3][C:4](=[O:5])[NH:6][c:7]1[c:8]([CH2:12][NH:14][CH:15]2[CH2:16][CH2:17][N:18]([C:21](=[O:22])[O:23][C:24]([CH3:25])([CH3:26])[CH3:27])[CH2:19][CH2:20]2)[cH:9][s:10][cH:11]1. The product is CCOC(=O)Nc1cscc1CNC1CCN(C(=O)OC(C)(C)C)CC1. Starting materials: [BH4-], CCOC(=O)Nc1cscc1C=O, Cc1ccccc1, CC(C)(C)OC(=O)N1CCC(N)CC1, [Na+], O. The reactants are C(#N)C1=CC(=C(C=C1)C=CC(=O)OCC)OC[C@@H]1N(CCC1)C(=O)OC(C)(C)C (ethyl 3-[4-cyano-(2R)-2-(1-t-butoxycarbonylpyrrolidine-2-ylmethoxy)phenyl]acrylate), Cl (hydrogen chloride), [H][H] (hydrogen). The reagents and catalysts are [Pd] (palladium/carbon). Solvent: C(C)O (ethanol), solution, O1CCOCC1 (dioxane). Reaction conditions: time 3 hour. Yields the product Cl (hydrochloride), C(#N)C1=CC(=C(C=C1)CCC(=O)OCC)OC[C@@H]1NCCC1 (ethyl 3-[4-cyano-(2R)-2-(pyrrolidine-2-ylmethoxy)phenyl]propionate). As a reaction SMILES: [C:1]([C:3]1[CH:8]=[CH:7][C:6]([CH:9]=[CH:10][C:11]([O:13][CH2:14][CH3:15])=[O:12])=[C:5]([O:16][CH2:17][C@H:18]2[CH2:22][CH2:21][CH2:20][N:19]2C(OC(C)(C)C)=O)[CH:4]=1)#[N:2].[H][H].[ClH:32]>C(O)C.O1CCOCC1.[Pd]>[ClH:32].[C:1]([C:3]1[CH:8]=[CH:7][C:6]([CH2:9][CH2:10][C:11]([O:13][CH2:14][CH3:15])=[O:12])=[C:5]([O:16][CH2:17][C@H:18]2[CH2:22][CH2:21][CH2:20][NH:19]2)[CH:4]=1)#[N:2]. Reported procedure: 3.0 g (7.5 mmol) of ethyl 3-[4-cyano-(2R)-2-(1-t-butoxycarbonylpyrrolidine-2-ylmethoxy)phenyl]acrylate was dissolved in 20 ml of ethanol. 600 mg of 10% palladium/carbon (50% aqueous) was added to the obtained solution, and they were stirred in the presence of hydrogen overnight. The reaction solution was filtered through Celite, and the solvent was evaporated. The obtained crude product was dissolved in 10 ml of 4 N solution of hydrogen chloride in dioxane, and the obtained solution was stirred ... Yields the product N#CC1CCN(c2ccc3c(NC(=O)CC4CCCCC4)c(Cl)ccc3n2)C1. Reaction SMILES: [C-:1]#[N:2].[C:31](=[O:32])([OH:33])[O-:34].[Cl:4][c:5]1[c:6]([NH:21][C:22]([CH2:23][CH:24]2[CH2:25][CH2:26][CH2:27][CH2:28][CH2:29]2)=[O:30])[c:7]2[cH:8][cH:9][c:10]([N:15]3[CH2:16][CH:17]([OH:20])[CH2:18][CH2:19]3)[n:11][c:12]2[cH:13][cH:14]1.[Li+:3].[Na+:35]>>[C:1](#[N:2])[CH:17]1[CH2:16][N:15]([c:10]2[cH:9][cH:8][c:7]3[c:6]([NH:21][C:22]([CH2:23][CH:24]4[CH2:25][CH2:26][CH2:27][CH2:28][CH2:29]4)=[O:30])[c:5]([Cl:4])[cH:14][cH:13][c:12]3[n:11]2)[CH2:19][CH2:18]1. Starting materials: [C-]#N, O=C([O-])O, O=C(CC1CCCCC1)Nc1c(Cl)ccc2nc(N3CCC(O)C3)ccc12, [Li+], [Na+]. Starting materials: C(CCC)[Si](OC=1C(=NC=CC1)C(=O)OCC)(CCCC)CCCC (ethyl 3-(tributylsilyloxy)picolinate), FC1=CC=C(C=C1)[Mg]Cl (4-fluorophenylmagnesium chloride). Run in O1CCCC1 (tetrahydrofuran). Conditions: time 30 minute. Yields the product FC1=CC=C(C(=O)C2=NC=CC=C2O[Si](CCCC)(CCCC)CCCC)C=C1 (2-(4-fluorobenzoyl)-3-(tributylsilyloxy)pyridine). RXN SMILES: [CH2:1]([Si:5]([CH2:22][CH2:23][CH2:24][CH3:25])([CH2:18][CH2:19][CH2:20][CH3:21])[O:6][C:7]1[C:8]([C:13]([O:15]CC)=O)=[N:9][CH:10]=[CH:11][CH:12]=1)[CH2:2][CH2:3][CH3:4].[F:26][C:27]1[CH:32]=[CH:31][C:30]([Mg]Cl)=[CH:29][CH:28]=1>O1CCCC1>[F:26][C:27]1[CH:32]=[CH:31][C:30]([C:13]([C:8]2[C:7]([O:6][Si:5]([CH2:1][CH2:2][CH2:3][CH3:4])([CH2:18][CH2:19][CH2:20][CH3:21])[CH2:22][CH2:23][CH2:24][CH3:25])=[CH:12][CH:11]=[CH:10][N:9]=2)=[O:15])=[CH:29][CH:28]=1. Procedure details: A solution of ethyl 3-(tributylsilyloxy)picolinate (19 g, 35 mmol) in tetrahydrofuran (100 ml) was cooled to 0° C. and 4-fluorophenylmagnesium chloride (52 ml, 1.0 M in tetrahydrofuran) was added dropwise. After 30 min., the reaction mixture was quenched with water and the product was extracted with ethyl acetate. The organic layer was dried over sodium sulfate and concentrated in vacuo. Purification on a silica gel column using ethyl acetate-hexane (2:98) as the eluant gave 2-(4-fluorobenzoyl)-... Starting materials: C(C)(=O)O[BH-](OC(C)=O)OC(C)=O.[Na+] (Sodium triacetoxy borohydride), ClC1=NC(=CC=C1CC=O)Cl ((2,6-dichloropyridin-3-yl)acetaldehyde), NC1CCN(CC1)C(=O)OC(C)(C)C (tert-butyl 4-aminopiperidine-1-carboxylate), C([O-])(O)=O.[Na+] (sodium bicarbonate). Run at time 1 hour. The solvent is C1CCOC1 (THF). As a reaction SMILES: C(O[BH-](OC(=O)C)OC(=O)C)(=O)C.[Na+].[Cl:15][C:16]1[C:21]([CH2:22][CH:23]=O)=[CH:20][CH:19]=[C:18]([Cl:25])[N:17]=1.[NH2:26][CH:27]1[CH2:32][CH2:31][N:30]([C:33]([O:35][C:36]([CH3:39])([CH3:38])[CH3:37])=[O:34])[CH2:29][CH2:28]1.C(=O)(O)[O-].[Na+]>C1COCC1>[Cl:15][C:16]1[C:21]([CH2:22][CH2:23][NH:26][CH:27]2[CH2:28][CH2:29][N:30]([C:33]([O:35][C:36]([CH3:39])([CH3:38])[CH3:37])=[O:34])[CH2:31][CH2:32]2)=[CH:20][CH:19]=[C:18]([Cl:25])[N:17]=1 |f:0.1,4.5|. Yields the product ClC1=NC(=CC=C1CCNC1CCN(CC1)C(=O)OC(C)(C)C)Cl (tert-Butyl 4-((2-(2,6-dichloropyridin-3-yl)ethyl)amino)piperidine-1-carboxylate). The yield is 94.2%. Reported procedure: Sodium triacetoxy borohydride (9.47 g) was added to a THF (60 mL) solution of (2,6-dichloropyridin-3-yl)acetaldehyde (5.66 g) and tert-butyl 4-aminopiperidine-1-carboxylate (7.16 g), and the mixture was stirred at room temperature for 1 hour. A saturated aqueous solution of sodium bicarbonate was added to the reaction mixture, followed by extraction with ethyl acetate. The obtained organic layer was dried over anhydrous magnesium sulfate, and then, the solvent was distilled off under reduced pre...